From a dataset of the Open Reaction Database (ORD), a public repository of structured organic reaction records. describe an organic reaction: reactants, conditions, products, and yield The reactants are [N+](=O)([O-])C1=CC=CC=C1 (nitrobenzene), C=CC (propylene), stainless steel. Reported procedure: Twenty grams of nitrobenzene, 1.1 grams of iodo (4-iodophenyl) bis(triphenylphosphine)palladium catalyst and 39 grams of liquified propylene was placed in a 300 ml. stainless steel rocking autoclave and cooled to -78° C. The vessel was sealed and heated to 220° C. This temperature was maintained for 24 hours. The autoclave was then cooled and vented. The reaction mixture removed from the autoclave was analyzed by gas chromatography and found to contain 0.32 grams of quinoline (1.9% efficiency) 5... Yields the product N1=CC=CC2=CC=CC=C12 (QUINOLINE). RXN SMILES: [N+:1]([C:4]1[CH:9]=[CH:8][CH:7]=[CH:6][CH:5]=1)([O-])=O.[CH2:10]=[CH:11][CH3:12]>>[N:1]1[C:4]2[C:9](=[CH:8][CH:7]=[CH:6][CH:5]=2)[CH:12]=[CH:11][CH:10]=1. Run at temperature 220 celsius. The reagents and catalysts are iodo (4-iodophenyl) bis(triphenylphosphine)palladium. The reactants are CC(C)([O-])C.[K+] (potassium tert-butoxide), C1(=CC=CC=C1)N1C2=CC=CC=C2SC=2C=C(C=CC12)C=O (10-phenylphenothiazine-3-carbaldehyde), C(C)OP(OCC)(=O)CC1=CC=C(C=C1)C1=CC=C(C=C1)CP(=O)(OCC)OCC (diethyl[4′-(diethoxyphosphorylmethyl)biphenyl-4-ylmethyl]phosphonate). Run in CS(=O)C (dimethyl sulfoxide). Reaction conditions: time 4 hour. The product is C1(=CC=CC=C1)N1C2=CC=CC=C2SC=2C=C(C=CC12)C=CC1=CC=C(C=C1)C1=CC=C(C=C1)C=CC=1C=CC=2N(C3=CC=CC=C3SC2C1)C1=CC=CC=C1 (10-Phenyl-3-(2-{4′-[2-(10-phenylphenothiazin-3-yl)vinyl]biphenyl-4-yl}vinyl)phenothiazine). Reaction SMILES: [CH3:1][C:2]([CH3:5])([O-])[CH3:3].[K+].[C:7]1([N:13]2[C:26]3[CH:25]=[CH:24][C:23]([CH:27]=O)=[CH:22][C:21]=3[S:20][C:19]3[C:14]2=[CH:15][CH:16]=[CH:17][CH:18]=3)[CH:12]=[CH:11][CH:10]=[CH:9][CH:8]=1.C(OP([CH2:37][C:38]1[CH:43]=[CH:42][C:41]([C:44]2[CH:49]=[CH:48][C:47]([CH2:50]P(OCC)(OCC)=O)=[CH:46][CH:45]=2)=[CH:40][CH:39]=1)(=O)OCC)C>CS(C)=O>[C:7]1([N:13]2[C:26]3[CH:25]=[CH:24][C:23]([CH:27]=[CH:50][C:47]4[CH:46]=[CH:45][C:44]([C:41]5[CH:40]=[CH:39][C:38]([CH:37]=[CH:1][C:2]6[CH:5]=[CH:25][C:26]7[N:13]([C:7]8[CH:12]=[CH:11][CH:10]=[CH:9][CH:8]=8)[C:14]8[C:19]([S:20][C:21]=7[CH:3]=6)=[CH:18][CH:17]=[CH:16][CH:15]=8)=[CH:43][CH:42]=5)=[CH:49][CH:48]=4)=[CH:22][C:21]=3[S:20][C:19]3[C:14]2=[CH:15][CH:16]=[CH:17][CH:18]=3)[CH:12]=[CH:11][CH:10]=[CH:9][CH:8]=1 |f:0.1|. Procedure: 2.73 g (24.1 mmol) of potassium tert-butoxide and then 7.80 g (25.7 mmol) of 10-phenylphenothiazine-3-carbaldehyde were added under nitrogen at room temperature with stirring to a solution of 4.83 g (10.7 mmol) of diethyl[4′-(diethoxyphosphorylmethyl)biphenyl-4-ylmethyl]phosphonate in 80 ml of dimethyl sulfoxide dried over molecular sieve. After stirring at room temperature for four hours, the reaction solution was diluted with 200 ml of methanol and stirred for a further 15 min. The precipitate... Reactants: OC1=C(C(=O)O)C=C(C=C1)C(CC)(C)C (2-hydroxy-5-(1,1-dimethylpropyl)benzoic acid), [N+](=[N-])=C (diazomethane). Yields the product COC(C1=C(C=CC(=C1)C(CC)(C)C)O)=O (Methyl-2-hydroxy-5-(1,1-dimethylpropyl)benzoate). Reaction SMILES: [OH:1][C:2]1[CH:10]=[CH:9][C:8]([C:11]([CH3:15])([CH3:14])[CH2:12][CH3:13])=[CH:7][C:3]=1[C:4]([OH:6])=[O:5].[N+](=[CH2:18])=[N-]>>[CH3:18][O:5][C:4](=[O:6])[C:3]1[CH:7]=[C:8]([C:11]([CH3:14])([CH3:15])[CH2:12][CH3:13])[CH:9]=[CH:10][C:2]=1[OH:1]. Procedure: Following the procedure of Schmitt et al., Synthesis, 1984, 758-760; and treating the resulting 2-hydroxy-5-(1,1-dimethylpropyl)benzoic acid with diazomethane gave the title compound. 1H NMR (250 MHz, CDCl3) δ10.61 (s, 1H), 7.-75 (d, 1H), 7.44 (dd, 1H), 6.92 (d, 1H), 3.95 (s, 3H), 1.61 (q, 2H), 1.26 (s, 6H), 0.67 (t, 3H). Reactants: CCN(C(C)C)C(C)C, O=S(=O)(CCCCCCCl)NC1CC1, Clc1cccc(C(c2ccccc2)N2CCNCC2)c1. Yields the product O=S(=O)(CCCCCCN1CCN(C(c2ccccc2)c2cccc(Cl)c2)CC1)NC1CC1. As a reaction SMILES: [CH2:35]([N:36]([CH:37]([CH3:38])[CH3:39])[CH:40]([CH3:41])[CH3:42])[CH3:43].[CH:21]1([NH:24][S:25](=[O:26])(=[O:27])[CH2:28][CH2:29][CH2:30][CH2:31][CH2:32][CH2:33][Cl:34])[CH2:22][CH2:23]1.[Cl:1][c:2]1[cH:3][c:4]([CH:8]([N:9]2[CH2:10][CH2:11][NH:12][CH2:13][CH2:14]2)[c:15]2[cH:16][cH:17][cH:18][cH:19][cH:20]2)[cH:5][cH:6][cH:7]1>>[Cl:1][c:2]1[cH:3][c:4]([CH:8]([N:9]2[CH2:10][CH2:11][N:12]([CH2:33][CH2:32][CH2:31][CH2:30][CH2:29][CH2:28][S:25]([NH:24][CH:21]3[CH2:22][CH2:23]3)(=[O:26])=[O:27])[CH2:13][CH2:14]2)[c:15]2[cH:16][cH:17][cH:18][cH:19][cH:20]2)[cH:5][cH:6][cH:7]1. Reactants: FC(C=1C=C(C=C(C1)C(F)(F)F)[C@@H]1[C@H]2N(C(O1)=O)[C@@H](CC2)C2=C(C=CC(=C2)C(F)(F)F)Br)(F)F ((1R,5S,7aS)-1-[3,5-bis(trifluoromethyl)phenyl]-5-[2-bromo-5-(trifluoromethyl)phenyl]tetrahydro-1H-pyrrolo[1,2-c][1,3]oxazol-3-one), C1CCOC1 (THF), P(=O)([O-])([O-])[O-].[K+].[K+].[K+] (potassium phosphate), COC1=C(C=C(C=C1)CCC(=O)OC)B1OC(C(O1)(C)C)(C)C (methyl 3-[4-methoxy-3-(4,4,5,5-tetramethyl-1,3,2-dioxaborolan-2-yl)phenyl]propanoate), COC1=C(C=C(C=C1)CCC(=O)OC)B1OC(C(O1)(C)C)(C)C (methyl 3-[4-methoxy-3-(4,4,5,5-tetramethyl-1,3,2-dioxaborolan-2-yl)phenyl]propanoate). Reagents/catalysts: C(C)(=O)[O-].[Pd+2].C(C)(=O)[O-] (palladium(II) acetate), C(C)(C)(C)P([C-]1C=CC=C1)C(C)(C)C.[C-]1(C=CC=C1)P(C(C)(C)C)C(C)(C)C.[Fe+2] (1,1′-bis(di-tert-butylphosphino)ferrocene). The solvent is O (water). Run at temperature 62 celsius. The product is FC(C=1C=C(C=C(C1)C(F)(F)F)[C@@H]1[C@H]2N(C(O1)=O)[C@@H](CC2)C2=C(C=CC(=C2)C(F)(F)F)C2=CC(=CC=C2OC)CCC(=O)OC)(F)F (methyl 3-[2′-{(1R,5S,7aS)-1-[3,5-bis(trifluoromethyl)phenyl]-3-oxotetrahydro-1H-pyrrolo[1,2-c][1,3]oxazol-5-yl}-6-methoxy-4′-(trifluoromethyl)biphenyl-3-yl]propanoate). The yield is 90.9%. As a reaction SMILES: [F:1][C:2]([F:34])([F:33])[C:3]1[CH:4]=[C:5]([C@H:13]2[O:17][C:16](=[O:18])[N:15]3[C@H:19]([C:22]4[CH:27]=[C:26]([C:28]([F:31])([F:30])[F:29])[CH:25]=[CH:24][C:23]=4Br)[CH2:20][CH2:21][C@@H:14]23)[CH:6]=[C:7]([C:9]([F:12])([F:11])[F:10])[CH:8]=1.C1COCC1.P([O-])([O-])([O-])=O.[K+].[K+].[K+].[CH3:48][O:49][C:50]1[CH:55]=[CH:54][C:53]([CH2:56][CH2:57][C:58]([O:60][CH3:61])=[O:59])=[CH:52][C:51]=1B1OC(C)(C)C(C)(C)O1>C([O-])(=O)C.[Pd+2].C([O-])(=O)C.C(P(C(C)(C)C)[C-]1C=CC=C1)(C)(C)C.[C-]1(P(C(C)(C)C)C(C)(C)C)C=CC=C1.[Fe+2].O>[F:1][C:2]([F:34])([F:33])[C:3]1[CH:4]=[C:5]([C@H:13]2[O:17][C:16](=[O:18])[N:15]3[C@H:19]([C:22]4[CH:27]=[C:26]([C:28]([F:31])([F:30])[F:29])[CH:25]=[CH:24][C:23]=4[C:55]4[C:50]([O:49][CH3:48])=[CH:51][CH:52]=[C:53]([CH2:56][CH2:57][C:58]([O:60][CH3:61])=[O:59])[CH:54]=4)[CH2:20][CH2:21][C@@H:14]23)[CH:6]=[C:7]([C:9]([F:12])([F:11])[F:10])[CH:8]=1 |f:2.3.4.5,7.8.9,10.11.12|. Procedure details: To Intermediate B2 (30 mg, 0.044 mmol) was added THF (2 mL), water (0.1 mL), tribasic potassium phosphate (45.3 mg, 0.213 mmol), methyl 3-[4-methoxy-3-(4,4,5,5-tetramethyl-1,3,2-dioxaborolan-2-yl)phenyl]propanoate (51.3 mg, 0.16 mmol) (Intermediate H), palladium(II) acetate (1.2 mg, 5.34 mmol), and 1,1′-bis(di-tert-butylphosphino)ferrocene (2.53 mg, 5.34 mmol). The system was flushed with nitrogen gas and was heated at 62° C. overnight. The reaction was diluted with ethyl acetate:hexanes (1:2, 1... Starting materials: C1(=CC=CC=C1)C(C#N)C1=CC=CC=C1 (diphenylacetonitrile), C1CCC2=NCCCN2CC1 (DBU), C(C=C)(=O)OCC (ethyl acrylate), Cl (hydrochloric acid). Run at temperature 80 celsius, time 16 hour. The product is C(#N)C(CCC(=O)OCC)(C1=CC=CC=C1)C1=CC=CC=C1 (ethyl 4-cyano-4,4-diphenylbutyrate). As a reaction SMILES: [C:1]1([CH:7]([C:10]2[CH:15]=[CH:14][CH:13]=[CH:12][CH:11]=2)[C:8]#[N:9])[CH:6]=[CH:5][CH:4]=[CH:3][CH:2]=1.C1CCN2C(=NCCC2)CC1.Cl.[C:28]([O:32][CH2:33][CH3:34])(=[O:31])[CH:29]=[CH2:30]>>[C:8]([C:7]([C:1]1[CH:2]=[CH:3][CH:4]=[CH:5][CH:6]=1)([C:10]1[CH:11]=[CH:12][CH:13]=[CH:14][CH:15]=1)[CH2:30][CH2:29][C:28]([O:32][CH2:33][CH3:34])=[O:31])#[N:9]. Reported procedure: To an ethanolic solution (100 ml) of diphenylacetonitrile (28 g) were added DBU (6 ml) and ethyl acrylate (30 ml) and the mixture was heated and stirred at 80° C. for 16 hours. After cooling, 200 ml of 2N-hydrochloric acid was added to the reaction mixture, which was then extracted with isopropyl ether. The organic layer was washed with water, dried (anhydrous magnesium sulfate) and concentrated under reduced pressure. The resulting crude crystals were recrystallized from hexane/isopropyl ether ... Starting materials: C(C)C1(C(N(C2=CC(=C(C=C12)NC(C1=CC=C(C=C1)OC)=O)[N+](=O)[O-])C)=O)CC (N-(3,3-diethyl-1-methyl-6-nitro-2-oxo-2,3-dihydro-1H-indol-5-yl)-4-methoxy-benzamide). Reagents/catalysts: [Ni] (Raney nickel). The product is C(C)C1(C(N(C=2C=C3C(=CC12)NC(=N3)C3=CC=C(C=C3)OC)C)=O)CC (7,7-Diethyl-2-(4-methoxy-phenyl)-5-methyl-5,7-dihydro-1H-imidazo[4,5-f]indol-6-one), compound. As a reaction SMILES: [CH2:1]([C:3]1([CH2:28][CH3:29])[C:11]2[C:6](=[CH:7][C:8]([N+:23]([O-])=O)=[C:9]([NH:12][C:13](=O)[C:14]3[CH:19]=[CH:18][C:17]([O:20][CH3:21])=[CH:16][CH:15]=3)[CH:10]=2)[N:5]([CH3:26])[C:4]1=[O:27])[CH3:2]>[Ni]>[CH2:1]([C:3]1([CH2:28][CH3:29])[C:11]2[CH:10]=[C:9]3[NH:12][C:13]([C:14]4[CH:19]=[CH:18][C:17]([O:20][CH3:21])=[CH:16][CH:15]=4)=[N:23][C:8]3=[CH:7][C:6]=2[N:5]([CH3:26])[C:4]1=[O:27])[CH3:2]. Procedure: 7,7-Diethyl-2-(4-methoxy-phenyl)-5-methyl-5,7-dihydro-1H-imidazo[4,5-f]indol-6-one is prepared from N-(3,3-diethyl-1-methyl-6-nitro-2-oxo-2,3-dihydro-1H-indol-5-yl)-4-methoxy-benzamide (250 mg) by hydrogenation at 70° C. as described in Example 1b using Raney nickel (70 mg) as catalyst. The crude material is purified by flash chromatography on silica gel eluted with light petroleum/EtOAc (1:2) to give the compound (95 mg). The reactants are CC(=O)O[BH-](OC(C)=O)OC(C)=O, CC(=O)OC(C)C, Nc1cccc(F)c1, [Na+], CC(C)(C)OC(=O)N1CCC(=O)CC1. The product is CC(C)(C)OC(=O)N1CCC(Nc2cccc(F)c2)CC1. Reaction SMILES: [C:1]([O:2][BH-:3]([O:4][C:5](=[O:6])[CH3:7])[O:8][C:9](=[O:10])[CH3:11])(=[O:12])[CH3:13].[C:37]([O:38][CH:39]([CH3:40])[CH3:41])(=[O:42])[CH3:43].[NH2:29][c:30]1[cH:31][cH:32][cH:33][c:34]([F:35])[cH:36]1.[Na+:14].[O:15]=[C:16]1[CH2:17][CH2:18][N:19]([C:22](=[O:23])[O:24][C:25]([CH3:26])([CH3:27])[CH3:28])[CH2:20][CH2:21]1>>[CH:16]1([NH:29][c:30]2[cH:31][cH:32][cH:33][c:34]([F:35])[cH:36]2)[CH2:17][CH2:18][N:19]([C:22](=[O:23])[O:24][C:25]([CH3:26])([CH3:27])[CH3:28])[CH2:20][CH2:21]1. The reactants are ClC1=C(C=C(C=C1)[C@@H]1O[C@@H]([C@H]([C@@H]([C@H]1O)O)O)CO)CC=1SC(=CN1)C1=CSC=C1 ((2S,3R,4R,5S,6R)-2-(4-Chloro-3-((5-(thiophen-3-yl)thiazol-2-yl)methyl)phenyl)-6-(hydroxymethyl)-tetrahydro-2H-pyran-3,4,5-triol), ClC(=O)OCCCC (butyl chloroformate). Solvent: N1=C(C=CC=C1C)C (2,6-lutidine). Conditions: time 2 hour. Product: C(OCCCC)(OC[C@H]1O[C@H]([C@@H]([C@H]([C@@H]1O)O)O)C1=CC(=C(C=C1)Cl)CC=1SC(=CN1)C1=CSC=C1)=O (Butyl ((2R,3S,4R,5R,6S)-6-(4-chloro-3-((5-(thiophen-3-yl)thiazol-2-yl)methyl)phenyl)-3,4,5-trihydroxy-tetrahydro-2H-pyran-2-yl)methyl carbonate). Yield: 50.5%. RXN SMILES: [Cl:1][C:2]1[CH:7]=[CH:6][C:5]([C@H:8]2[C@H:13]([OH:14])[C@@H:12]([OH:15])[C@H:11]([OH:16])[C@@H:10]([CH2:17][OH:18])[O:9]2)=[CH:4][C:3]=1[CH2:19][C:20]1[S:21][C:22]([C:25]2[CH:29]=[CH:28][S:27][CH:26]=2)=[CH:23][N:24]=1.Cl[C:31]([O:33][CH2:34][CH2:35][CH2:36][CH3:37])=[O:32]>N1C(C)=CC=CC=1C>[C:31](=[O:32])([O:18][CH2:17][C@@H:10]1[C@@H:11]([OH:16])[C@H:12]([OH:15])[C@@H:13]([OH:14])[C@H:8]([C:5]2[CH:6]=[CH:7][C:2]([Cl:1])=[C:3]([CH2:19][C:20]3[S:21][C:22]([C:25]4[CH:29]=[CH:28][S:27][CH:26]=4)=[CH:23][N:24]=3)[CH:4]=2)[O:9]1)[O:33][CH2:34][CH2:35][CH2:36][CH3:37]. Procedure: To a solution of 48 (200 mg, 0.44 mmol) in 2,6-lutidine (2.0 ml) was added butyl chloroformate (73 μl, 0.57 mmol) at 0° C. and stirred at room temperature for 2 h. The crude product was purified by prep HPLC (C18) to provide the titled compound (123 mg, 50%).